Dataset: the Open Reaction Database (ORD), a public repository of structured organic reaction records. Task: describe an organic reaction: reactants, conditions, products, and yield Starting materials: NC=1C=CC(=C(C1)CN1N=C(C=C1)NC(C1=C(C=CC=C1F)F)=O)C (N-{1-[(5-amino-2-methylphenyl)methyl]-1H-pyrazol-3-yl}-2,6-difluorobenzamide), N(=O)[O-].[Na+] (sodium nitrite), Intermediate 48, S(O)(O)(=O)=O (sulphuric acid), 1.84, NC(=O)N (urea). The reagents and catalysts are S(=O)(=O)([O-])[O-].[Cu+2] (copper (II) sulphate). The solvent is O (water), O (water), O (water), C(C)(=O)OCC (ethyl acetate). Run at temperature 2.5 celsius, time 8 hour. Product: FC1=C(C(=O)NC2=NN(C=C2)CC2=C(C=CC(=C2)O)C)C(=CC=C1)F (2,6-Difluoro-N-{1-[(5-hydroxy-2-methylphenyl)methyl]-1H-pyrazol-3-yl}benzamide). RXN SMILES: N[C:2]1[CH:3]=[CH:4][C:5]([CH3:25])=[C:6]([CH2:8][N:9]2[CH:13]=[CH:12][C:11]([NH:14][C:15](=[O:24])[C:16]3[C:21]([F:22])=[CH:20][CH:19]=[CH:18][C:17]=3[F:23])=[N:10]2)[CH:7]=1.S(=O)(=O)(O)[OH:27].N([O-])=O.[Na+].NC(N)=O>O.S([O-])([O-])(=O)=O.[Cu+2].C(OCC)(=O)C>[F:23][C:17]1[CH:18]=[CH:19][CH:20]=[C:21]([F:22])[C:16]=1[C:15]([NH:14][C:11]1[CH:12]=[CH:13][N:9]([CH2:8][C:6]2[CH:7]=[C:2]([OH:27])[CH:3]=[CH:4][C:5]=2[CH3:25])[N:10]=1)=[O:24] |f:2.3,6.7|. Procedure: To N-{1-[(5-amino-2-methylphenyl)methyl]-1H-pyrazol-3-yl}-2,6-difluorobenzamide (for a preparation see Intermediate 48) (0.312 g, 0.911 mmol) in an ice-water bath was added sulphuric acid specific gravity 1.84 (3 ml, 56.3 mmol). To the stirred suspension was slowly added water (5 ml). To the slight suspension was added a solution of sodium nitrite (0.132 g, 1.91 mmol, Aldrich) in water (1 ml). The solution was maintained at 0-5° C. for 20 min. To the solution was added urea (0.350 g, 5.83 mmol, ... Reactants: O=C(Cl)c1cccnc1Cl, Cc1ccnc(Cl)c1N. Product: Cc1ccnc(Cl)c1NC(=O)c1cccnc1Cl. Reaction SMILES: [Cl:10][c:11]1[c:12]([C:13](=[O:14])[Cl:15])[cH:16][cH:17][cH:18][n:19]1.[NH2:1][c:2]1[c:3]([Cl:9])[n:4][cH:5][cH:6][c:7]1[CH3:8]>>[NH:1]([c:2]1[c:3]([Cl:9])[n:4][cH:5][cH:6][c:7]1[CH3:8])[C:13]([c:12]1[c:11]([Cl:10])[n:19][cH:18][cH:17][cH:16]1)=[O:14]. The reactants are CC(C)(C)OC(=O)NCc1ccccc1, CN(C)CCN(C)C, CCCCCC, C=CC=O, [Li]CCCC, C1CCOC1, O. Yields the product C=CC(O)C(NC(=O)OC(C)(C)C)c1ccccc1. Reaction SMILES: [CH2:1]([c:2]1[cH:3][cH:4][cH:5][cH:6][cH:7]1)[NH:8][C:9]([O:10][C:11]([CH3:12])([CH3:13])[CH3:14])=[O:15].[CH3:16][N:17]([CH3:18])[CH2:19][CH2:20][N:21]([CH3:22])[CH3:23].[CH3:33][CH2:34][CH2:35][CH2:36][CH2:37][CH3:38].[CH:29](=[O:30])[CH:31]=[CH2:32].[Li:24][CH2:25][CH2:26][CH2:27][CH3:28].[O:40]1[CH2:41][CH2:42][CH2:43][CH2:44]1.[OH2:39]>>[CH:1]([c:2]1[cH:3][cH:4][cH:5][cH:6][cH:7]1)([NH:8][C:9]([O:10][C:11]([CH3:12])([CH3:13])[CH3:14])=[O:15])[CH:29]([OH:30])[CH:31]=[CH2:32]. The reactants are [OH-].[Na+] (NaOH), ClC1=CC(=C(C=C1)C1C2=C(NC(C(S1)(C)C)=O)N(N=C2C2CC2)C)C (4-(4-chloro-2-methyl-phenyl)-3-cyclopropyl-1,6,6-trimethyl-4,8-dihydropyrazolo[3,4-e][1,4]thiazepin-7-one), O1CCCC1.B (borane tetrahydro-furan), Cl (HCl). The yield is 65.8%. Conditions: time 18 hour. Solvent: C(C)(=O)OCC (ethyl acetate), C1CCOC1 (THF). As a reaction SMILES: [Cl:1][C:2]1[CH:7]=[CH:6][C:5]([CH:8]2[S:14][C:13]([CH3:16])([CH3:15])[C:12](=O)[NH:11][C:10]3[N:18]([CH3:24])[N:19]=[C:20]([CH:21]4[CH2:23][CH2:22]4)[C:9]2=3)=[C:4]([CH3:25])[CH:3]=1.O1CCCC1.B.Cl.[OH-].[Na+]>C1COCC1.C(OCC)(=O)C>[Cl:1][C:2]1[CH:7]=[CH:6][C:5]([CH:8]2[S:14][C:13]([CH3:15])([CH3:16])[CH2:12][NH:11][C:10]3[N:18]([CH3:24])[N:19]=[C:20]([CH:21]4[CH2:23][CH2:22]4)[C:9]2=3)=[C:4]([CH3:25])[CH:3]=1 |f:1.2,4.5|. Product: ClC1=CC(=C(C=C1)C1C2=C(NCC(S1)(C)C)N(N=C2C2CC2)C)C (4-(4-chloro-2-methyl-phenyl)-3-cyclopropyl-1,6,6-trimethyl-7,8-dihydro-4H-pyrazolo[3,4-e][1,4]thiazepine). Procedure: To a solution of 4-(4-chloro-2-methyl-phenyl)-3-cyclopropyl-1,6,6-trimethyl-4,8-dihydropyrazolo[3,4-e][1,4]thiazepin-7-one (1.2 g, 3.19 mmol) in THF (20 mL) was added a solution of borane tetrahydro-furan complex (14 mL, 1M in THF, 4 mmol, Acros) at about 4° C. Subsequently, the mixture was stirred for about 18 h at rt. After cooling to about 4° C., HCl (5 M aqueous, 12 mL) was added dropwise and the mixture was stirred for about 2 h at about 4° C., then NaOH (1 M aq, 60 mL) and ethyl acetate (2... Reactants: C12C3C(CC(C3C(CC1)O2)=O)=O (10-oxa-tricyclo[5.2.1.0*2,6*]decane-3,5-dione), P(Cl)(Cl)(Cl)(Cl)Cl (PCl5). Solvent: C(Cl)(Cl)Cl (chloroform). Product: ClC1=CC(C2C3CCC(C12)O3)=O (5-chloro-10-oxa-tricyclo[5.2.1.0*2,6*]dec-4-en-3-one). Yield: 139.7%. Reaction SMILES: [CH:1]12[O:10][CH:7]([CH2:8][CH2:9]1)[CH:6]1[CH:2]2[C:3](=[O:12])[CH2:4][C:5]1=O.P(Cl)(Cl)(Cl)(Cl)[Cl:14]>C(Cl)(Cl)Cl>[Cl:14][C:5]1[CH:6]2[CH:2]([CH:1]3[O:10][CH:7]2[CH2:8][CH2:9]3)[C:3](=[O:12])[CH:4]=1. Reported procedure: To a solution of 10-oxa-tricyclo[5.2.1.0*2,6*]decane-3,5-dione (1.66 g, 10 mmol) in chloroform (20 ml) is added PCl5 (1.04 g, 5 mmol) in one portion. The reaction mixture is stirred and heated at reflux for 5 hours. The reaction mixture is evaporated to dryness. The crude product is purified by flash chromatography to give 5-chloro-10-oxa-tricyclo[5.2.1.0*2,6*]dec-4-en-3-one (1.29 g). Reactants: N1CCCCC1 (piperidine), C[Al](C)C (trimethylaluminum), Cl (HCl), C(C)OC(=O)C=1C(OC(C1C1=CC=C(C=C1)S(=O)(=O)C)(C)C)=O (5,5-Dimethyl-4-(4-(methylsulfonyl)phenyl)-2-oxo-2,5-dihydrofuran-3-carboxylic acid ethyl ester). Run in C(Cl)Cl (CH2Cl2). Reaction conditions: time 15 minute. The product is CC1(C(=C(C(O1)=O)C(=O)N1CCCCC1)C1=CC=C(C=C1)S(=O)(=O)C)C (5,5-Dimethyl-4-(4-(methylsulfonyl)phenyl)-3-(piperidine-1-carbonyl)-5H-furan-2-one). Yield: 50.4%. Reaction SMILES: [NH:1]1[CH2:6][CH2:5][CH2:4][CH2:3][CH2:2]1.C[Al](C)C.C([O:13][C:14]([C:16]1[C:17](=[O:33])[O:18][C:19]([CH3:32])([CH3:31])[C:20]=1[C:21]1[CH:26]=[CH:25][C:24]([S:27]([CH3:30])(=[O:29])=[O:28])=[CH:23][CH:22]=1)=O)C.Cl>C(Cl)Cl>[CH3:31][C:19]1([CH3:32])[O:18][C:17](=[O:33])[C:16]([C:14]([N:1]2[CH2:6][CH2:5][CH2:4][CH2:3][CH2:2]2)=[O:13])=[C:20]1[C:21]1[CH:26]=[CH:25][C:24]([S:27]([CH3:30])(=[O:29])=[O:28])=[CH:23][CH:22]=1. Procedure: To a room temperature solution of piperidine (284 mg, 3.33 mmol) in CH2Cl2 (5 mL) was added trimethylaluminum (2M in hexane, 1.7 mL, 3.4 mmol). After 15 min, the product from Step 1 (310 mg, 0.92 mmol) was added in one portion and the mixture was heated to reflux for 20 h. The resulting solution was cooled and poured into 1M HCl (gas evolution). The organic layer was washed with brine, filtered through cotton and evaporated. Purification by flash chromatography (80% EtOAc/Hex) provided 175 mg of... The reactants are NC1=NC(=C(C(=N1)C=1OC=CC1)C#N)S(=O)(=O)C (2-amino-4-furan-2-yl-6-methanesulfonyl-pyrimidine-5-carbonitrile), COCCO (2-methoxyethanol), C1CCC2=NCCCN2CC1 (DBU). Run in COCCOC (DME). The product is NC1=NC(=C(C(=N1)C=1OC=CC1)C#N)OCCOC (2-Amino-4-furan-2-yl-6-(2-methoxy-ethoxy)-pyrimidine-5-carbonitrile). Reaction SMILES: [NH2:1][C:2]1[N:7]=[C:6]([C:8]2[O:9][CH:10]=[CH:11][CH:12]=2)[C:5]([C:13]#[N:14])=[C:4](S(C)(=O)=O)[N:3]=1.[CH3:19][O:20][CH2:21][CH2:22][OH:23].C1CCN2C(=NCCC2)CC1>COCCOC>[NH2:1][C:2]1[N:7]=[C:6]([C:8]2[O:9][CH:10]=[CH:11][CH:12]=2)[C:5]([C:13]#[N:14])=[C:4]([O:23][CH2:22][CH2:21][O:20][CH3:19])[N:3]=1. Procedure: From 2-amino-4-furan-2-yl-6-methanesulfonyl-pyrimidine-5-carbonitrile, 2-methoxyethanol and DBU in DME. ES-MS m/e (%): 283 (M+Na+, 15), 261 (M+H+, 100).